This data is from the Open Reaction Database (ORD), a public repository of structured organic reaction records. The task is: describe an organic reaction: reactants, conditions, products, and yield Reactants: [N-]=[N+]=[N-].[Na+] (Sodium azide), [Si](C)(C)(C(C)(C)C)O[C@H]1[C@H](COC1)CS(=O)(=O)[O-] ([(3S,4S)-4-(Tert-butyl(dimethyl)silyl)oxytetrahydrofuran-3-yl]methanesulfonate), O (Water). The reagents and catalysts are [I-].C(CCC)[N+](CCCC)(CCCC)CCCC (Tetra-n-butylammonium iodide). Solvent: CN(C)C=O (DMF). Conditions: temperature 60 celsius. Product: N(=[N+]=[N-])[C@H]1[C@H](COC1)O[Si](C)(C)C(C)(C)C ([(3R,4R)-4-Azidotetrahydrofuran-3-yl]oxy-tert-butyl-dimethyl-silane). Isolated yield 52.9%. As a reaction SMILES: [Si:1]([O:8][C@@H:9]1[CH2:13][O:12][CH2:11][C@@H:10]1CS([O-])(=O)=O)([C:4]([CH3:7])([CH3:6])[CH3:5])([CH3:3])[CH3:2].[N-:19]=[N+:20]=[N-:21].[Na+].O>CN(C=O)C.[I-].C([N+](CCCC)(CCCC)CCCC)CCC>[N:19]([C@@H:10]1[CH2:11][O:12][CH2:13][C@@H:9]1[O:8][Si:1]([C:4]([CH3:7])([CH3:6])[CH3:5])([CH3:3])[CH3:2])=[N+:20]=[N-:21] |f:1.2,5.6|. Procedure details: [(3S,4S)-4-(Tert-butyl(dimethyl)silyl)oxytetrahydrofuran-3-yl]methanesulfonate (3.00 g, 10.1 mmol) is dissolved in DMF (50 mL). Sodium azide (1.32 g, 20.2 mmol) is added and the reaction is heated to 60° C. for 72 h. Tetra-n-butylammonium iodide (0.400 g, 1.08 mmol) is added and the temperature is raised to 120° C. for 14 days. Water is added and the product is extracted into EtOAc. The organic layer is washed with water a second time and then dried over magnesium sulfate, filtered, and concentr... Reactants: CC=1NC(=C(C(C1C(=O)O)C1=C(C(=CC=C1)Cl)Cl)CC(=O)O)C (1 ,4-dihydro-2,6-dimethyl-4-(2',3'-dichorophenyl)-5-carboxymethyl-3-pyridinecarboxylic acid), C([O-])(O)=O.[Na+] (sodium bicarbonate), CN(C)C=O (DMF), C(C)(=O)OCCl (chloromethyl acetate). Run at temperature 80 celsius. Yields the product ClC1=C(C=CC=C1Cl)C1C(=C(NC(=C1C(=O)OC)C)C)C(=O)OCOC(C)=O (Acetoxymethyl methyl 4-(2',3-dichlorophenyl)-2,6-dimethyl-1,4-dihydropyridine-3,5-dicarboxylate). Yield: 48.0%. As a reaction SMILES: [CH3:1][C:2]1[NH:3][C:4]([CH3:23])=[C:5](CC(O)=O)[CH:6]([C:11]2[CH:16]=[CH:15][CH:14]=[C:13]([Cl:17])[C:12]=2[Cl:18])[C:7]=1[C:8]([OH:10])=[O:9].[C:24](=[O:27])([OH:26])[O-].[Na+].[C:29]([O:32][CH2:33]Cl)(=[O:31])[CH3:30].[CH3:35]N(C=O)C>>[Cl:18][C:12]1[C:13]([Cl:17])=[CH:14][CH:15]=[CH:16][C:11]=1[CH:6]1[C:5]([C:24]([O:26][CH3:35])=[O:27])=[C:4]([CH3:23])[NH:3][C:2]([CH3:1])=[C:7]1[C:8]([O:10][CH2:33][O:32][C:29](=[O:31])[CH3:30])=[O:9] |f:1.2|. Procedure: To a stirred mixture of 1 ,4-dihydro-2,6-dimethyl-4-(2',3'-dichorophenyl)-5-carboxymethyl-3-pyridinecarboxylic acid (0.3 g, 0.83 mmol) and sodium bicarbonate (0.14 g, 1.69 mmol) in DMF (15 ml) under nitrogen atmosphere was added chloromethyl acetate (0.137 g, 1.26 mmol). The reaction mixture was heated at 80° C. for 18 h. Workup by evaporation of solvent and addition of water. Extraction with dichloromethane, the extract was dried over sodium sulfate and concentrated. The resulting oil was subje...